From a dataset of the Open Reaction Database (ORD), a public repository of structured organic reaction records. describe an organic reaction: reactants, conditions, products, and yield Starting materials: FC1=C(C=CC=C1)CC#N (2-Fluorophenylacetonitrile), [Na] (Sodium), N(=[N+]=[N-])C1=C(C(=O)O)C=CC=C1 (2-azidobenzoic acid). The solvent is C(C)O (ethanol), C(C)O (ethanol). Reaction conditions: time 15 minute. Product: FC1=C(C=CC=C1)C1=NNN2C1=NC(C1=CC=CC=C21)=O (3-(2-fluorophenyl)-1,2,3-triazolo[1,5-α]quinazolin-5-one). Isolated yield 99.7%. RXN SMILES: [Na].[F:2][C:3]1[CH:8]=[CH:7][CH:6]=[CH:5][C:4]=1[CH2:9][C:10]#[N:11].[N:12]([C:15]1[CH:23]=[CH:22][CH:21]=[CH:20][C:16]=1[C:17]([OH:19])=O)=[N+:13]=[N-:14]>C(O)C>[F:2][C:3]1[CH:8]=[CH:7][CH:6]=[CH:5][C:4]=1[C:9]1[C:10]2=[N:11][C:17](=[O:19])[C:16]3[C:15]([N:12]2[NH:13][N:14]=1)=[CH:23][CH:22]=[CH:21][CH:20]=3 |^1:0|. Procedure details: Sodium (0.55 g, 24 mmol) was dissolved in dry ethanol (25 ml) at room temperature under nitrogen. 2-Fluorophenylacetonitrile (1.9 ml, 15 mmol) was added and the orange solution was stirred for 15 min, followed by dropwise addition of a solution of 2-azidobenzoic acid (1.97 g, 12.1 mmol) in diy ethanol (20 ml). The thick, white gel was stirred at room temperature for 45 min then refluxed for 18 h. Solvent was removed by evaporation and water (40 ml) was added. The yellow suspension was acidified ...